This data is from the Open Reaction Database (ORD), a public repository of structured organic reaction records. The task is: describe an organic reaction: reactants, conditions, products, and yield Starting materials: NC1=C(C=CC=C1C(F)(F)F)C(=O)C1=CC(=CC=C1)O ([2-amino-3-(trifluoromethyl)phenyl]-(3-hydroxy-phenyl)methanone), C1(=CC=C(C=C1)CC=O)C (p-Tolyl-acetaldehyde). Product: CC1=CC=C(C=C1)C=1C=NC2=C(C=CC=C2C1C=1C=C(C=CC1)O)C(F)(F)F (3-[3-(4-METHYLPHENYL)-8-(TRIFLUOROMETHYL)QUINOLIN-4-YL]PHENOL). As a reaction SMILES: [NH2:1][C:2]1[C:7]([C:8]([F:11])([F:10])[F:9])=[CH:6][CH:5]=[CH:4][C:3]=1[C:12]([C:14]1[CH:19]=[CH:18][CH:17]=[C:16]([OH:20])[CH:15]=1)=O.[C:21]1([CH3:30])[CH:26]=[CH:25][C:24]([CH2:27][CH:28]=O)=[CH:23][CH:22]=1>>[CH3:30][C:21]1[CH:26]=[CH:25][C:24]([C:27]2[CH:28]=[N:1][C:2]3[C:3]([C:12]=2[C:14]2[CH:15]=[C:16]([OH:20])[CH:17]=[CH:18][CH:19]=2)=[CH:4][CH:5]=[CH:6][C:7]=3[C:8]([F:11])([F:10])[F:9])=[CH:23][CH:22]=1. Reported procedure: The title compound was prepared from [2-amino-3-(trifluoromethyl)phenyl]-(3-hydroxy-phenyl)methanone and p-Tolyl-acetaldehyde following the procedure of Example 457: MS (ESI) m/z 380; HRMS: calcd for C23H16F3NO+H+, 380.12567; found (ESI, [M+H]+), 380.1259. Reactants: CC1=CC=C(C=C1)C(OC1CCN(CC1)CCCN)C1=CC=C(C=C1)C (4-[bis(4-methylphenyl)methoxy]-1-piperidinepropanamine), ClC=1C=CC=2N(N1)C=C(N2)C(C(=O)OCC)(C)C (ethyl 2-[6-chloroimidazo[1,2-b]pyridazin-2-yl]-2-methylpropionate), C([O-])(O)=O.[Na+] (sodium bicarbonate). Product: C(\C=C\C(=O)O)(=O)O.C(\C=C\C(=O)O)(=O)O.CC1=CC=C(C=C1)C(OC1CCN(CC1)CCCNC=1C=CC=2N(N1)C=C(N2)C(C(=O)OCC)(C)C)C2=CC=C(C=C2)C (ethyl 2-[6-[3-[4-[bis(4-methylphenyl)methoxy]piperidino]propylamino]imidazo[1,2-b]pyridazin-2-yl]-2-methylpropionate difumarate). Reaction SMILES: [CH3:1][C:2]1[CH:7]=[CH:6][C:5]([CH:8]([C:20]2[CH:25]=[CH:24][C:23]([CH3:26])=[CH:22][CH:21]=2)[O:9][CH:10]2[CH2:15][CH2:14][N:13]([CH2:16][CH2:17][CH2:18][NH2:19])[CH2:12][CH2:11]2)=[CH:4][CH:3]=1.Cl[C:28]1[CH:29]=[CH:30][C:31]2[N:32]([CH:34]=[C:35]([C:37]([CH3:44])([CH3:43])[C:38]([O:40][CH2:41][CH3:42])=[O:39])[N:36]=2)[N:33]=1.[C:45](=[O:48])([OH:47])[O-].[Na+]>>[C:38]([OH:40])(=[O:39])/[CH:37]=[CH:35]/[C:45]([OH:47])=[O:48].[C:38]([OH:40])(=[O:39])/[CH:37]=[CH:35]/[C:45]([OH:47])=[O:48].[CH3:1][C:2]1[CH:3]=[CH:4][C:5]([CH:8]([C:20]2[CH:21]=[CH:22][C:23]([CH3:26])=[CH:24][CH:25]=2)[O:9][CH:10]2[CH2:15][CH2:14][N:13]([CH2:16][CH2:17][CH2:18][NH:19][C:28]3[CH:29]=[CH:30][C:31]4[N:32]([CH:34]=[C:35]([C:37]([CH3:43])([CH3:44])[C:38]([O:40][CH2:41][CH3:42])=[O:39])[N:36]=4)[N:33]=3)[CH2:12][CH2:11]2)=[CH:6][CH:7]=1 |f:2.3,4.5.6|. Procedure: 2.11 g of 4-[bis(4-methylphenyl)methoxy]-1-piperidinepropanamine and 0.803 g of ethyl 2-[6-chloroimidazo[1,2-b]pyridazin-2-yl]-2-methylpropionate were stirred at 190-200° C. for 3 hours. After cooling, aqueous sodium bicarbonate was added, followed by extraction with ethyl acetate; the extract was washed with saturated saline and dried with sodium sulfate. The dry product was concentrated under reduced pressure; the residue was subjected to silica gel column chromatography and eluted with ethyl ... Starting materials: CCCCCC, CC(=O)OC(C)=O, COc1cc(N)cc(OC)c1, Cc1ccccc1. Yields the product COc1cc(NC(C)=O)cc(OC)c1. Reaction SMILES: [CH3:12][CH2:13][CH2:14][CH2:15][CH2:16][CH3:17].[CH3:18][C:19](=[O:20])[O:21][C:22]([CH3:23])=[O:24].[CH3:1][O:2][c:3]1[cH:4][c:5]([NH2:11])[cH:6][c:7]([O:9][CH3:10])[cH:8]1.[CH3:25][c:26]1[cH:27][cH:28][cH:29][cH:30][cH:31]1>>[CH3:1][O:2][c:3]1[cH:4][c:5]([NH:11][C:19]([CH3:18])=[O:20])[cH:6][c:7]([O:9][CH3:10])[cH:8]1. Starting materials: Cc1oc2ccccc2c1-c1ccc(N)nc1, CO, CCN(C(C)C)C(C)C, ClCCl, O=C(Cl)c1c(F)cccc1F, [Na+], C1CCOC1, [OH-]. Yields the product Cc1oc2ccccc2c1-c1ccc(NC(=O)c2c(F)cccc2F)nc1. RXN SMILES: [CH3:12][c:13]1[o:14][c:15]2[c:16]([c:17]1-[c:18]1[cH:19][cH:20][c:21]([NH2:24])[n:22][cH:23]1)[cH:25][cH:26][cH:27][cH:28]2.[CH3:46][OH:47].[CH:29]([N:30]([CH2:31][CH3:32])[CH:33]([CH3:34])[CH3:35])([CH3:36])[CH3:37].[Cl:38][CH2:39][Cl:40].[F:1][c:2]1[c:3]([C:4](=[O:5])[Cl:6])[c:7]([F:11])[cH:8][cH:9][cH:10]1.[Na+:49].[O:41]1[CH2:42][CH2:43][CH2:44][CH2:45]1.[OH-:48]>>[F:1][c:2]1[c:3]([C:4](=[O:5])[NH:24][c:21]2[cH:20][cH:19][c:18](-[c:17]3[c:13]([CH3:12])[o:14][c:15]4[c:16]3[cH:25][cH:26][cH:27][cH:28]4)[cH:23][n:22]2)[c:7]([F:11])[cH:8][cH:9][cH:10]1. Reactants: CC[SiH](CC)CC, CCOC(C(=O)OC)C(O)c1ccc(OCc2ccccc2)cc1C, O=C(O)C(F)(F)F. Yields the product CCOC(Cc1ccc(OCc2ccccc2)cc1C)C(=O)OC. As a reaction SMILES: [CH2:1]([SiH:2]([CH2:3][CH3:4])[CH2:5][CH3:6])[CH3:7].[CH3:8][O:9][C:10]([CH:11]([CH:12]([OH:13])[c:14]1[c:15]([CH3:28])[cH:16][c:17]([O:20][CH2:21][c:22]2[cH:23][cH:24][cH:25][cH:26][cH:27]2)[cH:18][cH:19]1)[O:29][CH2:30][CH3:31])=[O:32].[OH:33][C:34]([C:35]([F:36])([F:37])[F:38])=[O:39]>>[CH3:8][O:9][C:10]([CH:11]([CH2:12][c:14]1[c:15]([CH3:28])[cH:16][c:17]([O:20][CH2:21][c:22]2[cH:23][cH:24][cH:25][cH:26][cH:27]2)[cH:18][cH:19]1)[O:29][CH2:30][CH3:31])=[O:32]. Reactants: C(=C)(C)C=1C=C(C=CC1)C(C)=O (m-isopropenylacetophenone), C(C)(=O)C1=C(C=CC=C1)C(C)=O (diacetylbenzene), C(#C)C1=CC(=CC=C1)C#C (m-diethynylbenzene), C(C)(=O)C1=CC=CC=C1 (acetophenone), C(=C)C=1C=C(C=CC1)C(C)=O (m-vinylacetophenone), CCC(=O)C1=CC=CC=C1 (methylacetophenone), C(#C)C=1C=C(C=CC1)C(C)=O (m-ethynylacetophenone), quartz, C(C)(=O)C1=CC(=CC=C1)C(C)=O (m-diacetylbenzene), C(#C)C1=C(C=CC=C1)C#C (diethynylbenzene). The reagents and catalysts are catalyst. Run in O (water). The product is C(C)(=O)C1=CC=C(C=C1)C(C)=O (p-diacetylbenzene), C(#C)C1=CC=C(C=C1)C#C (p-diethynylbenzene). Reaction SMILES: C([C:4]1[CH:9]=[CH:8][CH:7]=[C:6]([C:10](=[O:12])[CH3:11])[CH:5]=1)(=O)C.[C:13](C1C=CC=CC=1C(=O)C)(=[O:15])[CH3:14].C(C1C=CC=C(C#C)C=1)#C.C(C1C=CC=CC=1C#C)#C.C(C1C=C(C(=O)C)C=CC=1)#C.C(C1C=CC=CC=1)(=O)C.CCC(C1C=CC=CC=1)=O.C(C1C=C(C(=O)C)C=CC=1)(C)=C.C(C1C=C(C(=O)C)C=CC=1)=C>O>[C:10]([C:6]1[CH:5]=[CH:4][C:9]([C:13](=[O:15])[CH3:14])=[CH:8][CH:7]=1)(=[O:12])[CH3:11].[C:10]([C:6]1[CH:5]=[CH:4][C:9]([C:13]#[CH:14])=[CH:8][CH:7]=1)#[CH:11]. Procedure: One gram of the catalyst used in Run No. 3 of Example 4 was mixed with 11.1 g. of quartz, and the mixture was charged to a tubular quartz reactor unit, as in Example 2. Following generally the procedure of Example 3, m-diacetylbenzene was passed through the tubular reactor at 650° C., 10.0 Torr total pressure, 9.1 Torr partial pressure of the diacetylbenzene and a contact time of 0.0041 second for 10 minutes on stream. The selectivity for the formation of m-diethynylbenzene and the total fractio...